This data is from the Open Reaction Database (ORD), a public repository of structured organic reaction records. The task is: describe an organic reaction: reactants, conditions, products, and yield Reactants: COC(=O)c1ccc(C)s1, Cc1ccc(C(=O)O)s1, O=C(O)c1ccc2ncsc2c1. The product is COC(=O)c1ccc2ncsc2c1. As a reaction SMILES: [CH3:13][c:14]1[s:15][c:16]([C:17]([O:18][CH3:19])=[O:20])[cH:21][cH:22]1.[CH3:23][c:24]1[s:25][c:26]([C:27]([OH:28])=[O:29])[cH:30][cH:31]1.[s:1]1[cH:2][n:3][c:4]2[c:5]1[cH:6][c:7]([C:10](=[O:11])[OH:12])[cH:8][cH:9]2>>[s:1]1[cH:2][n:3][c:4]2[c:5]1[cH:6][c:7]([C:10](=[O:11])[O:12][CH3:13])[cH:8][cH:9]2. Reactants: Cl (hydrochloric acid), C1CCOC1 (THF), [OH-].[Na+] (sodium hydroxide), C(C)OC(C1=CC(=C(C=C1)NC(CC)CC)[N+](=O)[O-])=O (4-(1-ethyl-propylamino)-3-nitro-benzoic acid ethyl ester). Solvent: C(C)O (ethanol). Product: C(C)C(CC)NC1=C(C=C(C(=O)O)C=C1)[N+](=O)[O-] (4-(1-ethyl-propylamino)-3-nitro-benzoic acid). The yield is 100.0%. As a reaction SMILES: C([O:3][C:4](=[O:20])[C:5]1[CH:10]=[CH:9][C:8]([NH:11][CH:12]([CH2:15][CH3:16])[CH2:13][CH3:14])=[C:7]([N+:17]([O-:19])=[O:18])[CH:6]=1)C.C1COCC1.[OH-].[Na+].Cl>C(O)C>[CH2:13]([CH:12]([NH:11][C:8]1[CH:9]=[CH:10][C:5]([C:4]([OH:20])=[O:3])=[CH:6][C:7]=1[N+:17]([O-:19])=[O:18])[CH2:15][CH3:16])[CH3:14] |f:2.3|. Procedure details: 30.0 g of 4-(1-ethyl-propylamino)-3-nitro-benzoic acid ethyl ester were dissolved in 100 ml ethanol and 10 ml THF and 107 ml of 2 M aqueous sodium hydroxide solution were added. After stirring at room temperature over night, the reaction mixture was brought to pH 1 by addition of 2 M aqueous hydrochloric acid and extracted with ethyl acetate three times. The combined organic phases were dried over magnesium sulphate and concentrated to yield 27.0 g (100%) of 4-(1-ethyl-propylamino)-3-nitro-benzo... The product is COCCOc1c(C)cc(Br)cc1C. Reaction SMILES: [Br:1][c:2]1[cH:3][c:4]([CH3:13])[c:5]([O:6][CH2:7][CH2:8][OH:9])[c:10]([CH3:12])[cH:11]1.[CH2:24]([Cl:25])[Cl:26].[CH3:16][O:17][S:18]([O:19][CH3:20])(=[O:21])=[O:22].[NH3:23].[Na+:15].[OH-:14].[OH2:27]>>[Br:1][c:2]1[cH:3][c:4]([CH3:13])[c:5]([O:6][CH2:7][CH2:8][O:9][CH3:16])[c:10]([CH3:12])[cH:11]1. Reactants: Cc1cc(Br)cc(C)c1OCCO, ClCCl, COS(=O)(=O)OC, N, [Na+], [OH-], O. The reactants are BrC1=C(C=C(O)C=C1)O (4-bromoresorcinol), C([O-])([O-])=O.[K+].[K+] (potassium carbonate), ICCC (1-iodopropane). Solvent: CC(=O)C (acetone). The product is BrC1=C(C=C(C=C1)O)OCCC (4-bromo-3-propoxy-phenol). Isolated yield 56.7%. RXN SMILES: [Br:1][C:2]1[CH:8]=[CH:7][C:5]([OH:6])=[CH:4][C:3]=1[OH:9].C(=O)([O-])[O-].[K+].[K+].I[CH2:17][CH2:18][CH3:19]>CC(C)=O>[Br:1][C:2]1[CH:8]=[CH:7][C:5]([OH:6])=[CH:4][C:3]=1[O:9][CH2:17][CH2:18][CH3:19] |f:1.2.3|. Procedure: To a solution of 4-bromoresorcinol (1 g, 5.291 mmol) in acetone (10 mL) were added potassium carbonate (732 mg, 5.291 mmol) and 1-iodopropane (1.799 g, 10.58 mmol), respectively. The reaction mixture was heated at gentle reflux for 6 h. The solvent was removed and the residue was taken in diethyl ether (50 mL). The white solid was filtered off, and the filtrated was concentrated in vacuo. Purification of the crude residue by flash chromatography (Biotage system, KP-Sil™ 32-63 μm, 60 Å silica gel... Reactants: OC[C@H]1[C@H](C1)C1CCN(CC1)C(=O)OC(C)(C)C (tert-butyl 4-[(1R,2R)-2-(hydroxymethyl)cyclopropyl]piperidine-1-carboxylate), C1=CC=C(C=C1)P(C2=CC=CC=C2)C3=CC=CC=C3 (PPh3), N1C=NC=C1 (imidazole), II (iodine). Solvent: C1CCOC1 (THF). Run at time 2 hour. Yields the product C(C)(C)(C)OC(=O)N1CCC(CC1)[C@@H]1[C@@H](C1)CI (tert-butyl-4-[(1R,2R)-2-(iodomethyl)cyclopropyl]piperidine-1-carboxylate). RXN SMILES: O[CH2:2][C@@H:3]1[CH2:5][C@@H:4]1[CH:6]1[CH2:11][CH2:10][N:9]([C:12]([O:14][C:15]([CH3:18])([CH3:17])[CH3:16])=[O:13])[CH2:8][CH2:7]1.C1C=CC(P(C2C=CC=CC=2)C2C=CC=CC=2)=CC=1.N1C=CN=C1.[I:43]I>C1COCC1>[C:15]([O:14][C:12]([N:9]1[CH2:10][CH2:11][CH:6]([C@H:4]2[CH2:5][C@H:3]2[CH2:2][I:43])[CH2:7][CH2:8]1)=[O:13])([CH3:18])([CH3:17])[CH3:16]. Reported procedure: Intermediate 4 (2.0 g, 7.8 mmol), PPh3 (2.68 g, 10.2 mmol), imidazole (1.07 g, 15.7 mmol), and iodine (2.98 g, 11.7 mmol) were dissolved in THF (15 mL), and the resulting solution was stirred at RT for 2 h. The solution was quenched with sat. Na2S2O3, and extracted with Et2O. The organic layer was dried over Na2SO4, filtered, and concentrated. The residue was purified by silica gel column chromatography (10/1 hexanes/EtOAc) which provided the title compound. Reactants: I[Si](C)(C)C (iodotrimethylsilane), C(C)(C)(C)OC(=O)NC=1N=C(NC1C#N)C1=C(C=C(C=C1)Cl)Cl (4-(tert.butoxycarbonylamino)-5-cyano-2-(2,4-dichlorophenyl)imidazole). The solvent is C(C)#N (acetonitrile), C(C)#N (acetonitrile). Reaction conditions: temperature 0 celsius, time 48 hour. Yields the product NC=1N=C(NC1C#N)C1=C(C=C(C=C1)Cl)Cl (4-amino-5-cyano-2-(2,4-dichlorophenyl)imidazole). Isolated yield 38.1%. RXN SMILES: I[Si](C)(C)C.C(OC([NH:13][C:14]1[N:15]=[C:16]([C:21]2[CH:26]=[CH:25][C:24]([Cl:27])=[CH:23][C:22]=2[Cl:28])[NH:17][C:18]=1[C:19]#[N:20])=O)(C)(C)C>C(#N)C>[NH2:13][C:14]1[N:15]=[C:16]([C:21]2[CH:26]=[CH:25][C:24]([Cl:27])=[CH:23][C:22]=2[Cl:28])[NH:17][C:18]=1[C:19]#[N:20]. Procedure: A solution of iodotrimethylsilane (2.83 g, 0.014 mol) in acetonitrile (5 ml) was added dropwise with stirring to a suspension of 4-(tert.butoxycarbonylamino)-5-cyano-2-(2,4-dichlorophenyl)imidazole (5.0 g, 0.014 mol) in acetonitrile (250 ml) whilst maintaining the temperature at about 0° C. The mixture was stirred at room temperature for 48 hours and the precipitated beige solid filtered off. The solid was purified by mplc on silica eluting with a mixture of ethyl acetate and hexane (1:2) to giv...